This data is from the Open Reaction Database (ORD), a public repository of structured organic reaction records. The task is: describe an organic reaction: reactants, conditions, products, and yield Starting materials: CN(C)C=O, O=c1[nH]ncc2cc(C=Cc3ccccc3)ccc12. Yields the product O=c1[nH]ncc2cc(CCc3ccccc3)ccc12. As a reaction SMILES: [CH3:20][N:21]([CH3:22])[CH:23]=[O:24].[c:1]1([CH:7]=[CH:8][c:9]2[cH:10][c:11]3[cH:12][n:13][nH:14][c:15](=[O:19])[c:16]3[cH:17][cH:18]2)[cH:2][cH:3][cH:4][cH:5][cH:6]1>>[c:1]1([CH2:7][CH2:8][c:9]2[cH:10][c:11]3[cH:12][n:13][nH:14][c:15](=[O:19])[c:16]3[cH:17][cH:18]2)[cH:2][cH:3][cH:4][cH:5][cH:6]1. The reactants are C(C)(C)(C)OC(=O)N(C1CC(C1)CC(=O)OC)CC1=C(C=C(C=C1)OC)OC (methyl 2-(3-(tert-butoxycarbonyl(2,4-dimethoxybenzyl)amino)cyclobutyl)acetate), C1CCOC1 (THF), O (H2O), [OH-].[Na+] (NaOH). The solvent is CO (MeOH). Conditions: time 2 hour. Product: C(C)(C)(C)OC(=O)N(C1CC(C1)CC(=O)O)CC1=C(C=C(C=C1)OC)OC (2-(3-(tert-butoxycarbonyl(2,4-dimethoxybenzyl)amino)cyclobutyl)acetic acid). Reaction SMILES: [C:1]([O:5][C:6]([N:8]([CH2:18][C:19]1[CH:24]=[CH:23][C:22]([O:25][CH3:26])=[CH:21][C:20]=1[O:27][CH3:28])[CH:9]1[CH2:12][CH:11]([CH2:13][C:14]([O:16]C)=[O:15])[CH2:10]1)=[O:7])([CH3:4])([CH3:3])[CH3:2].C1COCC1.O.[OH-].[Na+]>CO>[C:1]([O:5][C:6]([N:8]([CH2:18][C:19]1[CH:24]=[CH:23][C:22]([O:25][CH3:26])=[CH:21][C:20]=1[O:27][CH3:28])[CH:9]1[CH2:12][CH:11]([CH2:13][C:14]([OH:16])=[O:15])[CH2:10]1)=[O:7])([CH3:3])([CH3:2])[CH3:4] |f:3.4|. Procedure details: To methyl 2-(3-(tert-butoxycarbonyl(2,4-dimethoxybenzyl)amino)cyclobutyl)acetate from step 2 in a mixture of MeOH, THF and H2O was added 1N NaOH (10 mL). The resultant reaction mixture was stirred at RT for 2 hr. Half of the solvents were removed under reduce pressure and 1N HCl was added to adjust pH of the solution to 4. The aqueous phase was extracted with EtOAc for three times. The combined organic phase was then dried and concentrated in vacuo to afford the acid (0.67 g). Reactants: aqueous solution, [OH-].[Na+] (sodium hydroxide), C(=O)(C(=O)OC)C1=C(C=CC=C1)C1=CC=C(C=C1)CN(CCOC)C1=C(C(=O)OCC)C=CC=N1 (ethyl 2-{N-[(2'-methoxalylbiphenyl-4-yl)methyl]-N-(2-methoxyethyl)amino}nicotinate). Solvent: O1CCOCC1 (dioxane). Run at temperature 50 celsius, time 19 hour. The product is COCCN(CC1=CC=C(C=C1)C1=C(C=CC=C1)C(=O)C(=O)O)C1=C(C(=O)O)C=CC=N1 (2-{N-(2-Methoxyethyl)-N-[(2'-oxalobiphenyl-4yl)methyl]amino}nicotinic acid). Isolated yield 62.7%. RXN SMILES: [C:1]([C:7]1[CH:12]=[CH:11][CH:10]=[CH:9][C:8]=1[C:13]1[CH:18]=[CH:17][C:16]([CH2:19][N:20]([C:25]2[N:35]=[CH:34][CH:33]=[CH:32][C:26]=2[C:27]([O:29]CC)=[O:28])[CH2:21][CH2:22][O:23][CH3:24])=[CH:15][CH:14]=1)([C:3]([O:5]C)=[O:4])=[O:2].[OH-].[Na+]>O1CCOCC1>[CH3:24][O:23][CH2:22][CH2:21][N:20]([C:25]1[N:35]=[CH:34][CH:33]=[CH:32][C:26]=1[C:27]([OH:29])=[O:28])[CH2:19][C:16]1[CH:15]=[CH:14][C:13]([C:8]2[CH:9]=[CH:10][CH:11]=[CH:12][C:7]=2[C:1]([C:3]([OH:5])=[O:4])=[O:2])=[CH:18][CH:17]=1 |f:1.2|. Procedure: A solution of 535 mg of ethyl 2-{N-[(2'-methoxalylbiphenyl-4-yl)methyl]-N-(2-methoxyethyl)amino}nicotinate [prepared as described in step (a) above] dissolved in 4.5 ml of dioxane and a 1N aqueous solution of sodium hydroxide were mixed, and the resulting mixture was stirred at 50° C. for 19 hours. At the end of this time, the dioxane was removed by distillation under reduced pressure, and 4.5 ml of 1N aqueous hydrochloric acid was added to the residual aqueous solution. The crystals thus precip...